Dataset: the Open Reaction Database (ORD), a public repository of structured organic reaction records. Task: describe an organic reaction: reactants, conditions, products, and yield Starting materials: CN1N=CN=C1CCl (2-methyl-3-chloromethyl-1,2,4-triazole), O (Water), C1(=CC=CC=C1)N1N=NC2=C1NC(C(=C2)C(=O)OC)=O (3-phenyl-5-oxo-6-methoxycarbonyl-4H-1,2,3-triazolo[4,5-b]pyridine), [H-].[Na+] (sodium hydride). Solvent: CN(C)C=O (DMF), CN(C)C=O (DMF). Yields the product C1(=CC=CC=C1)N1N=NC=2C1=NC(=C(C2)C(=O)OC)OCC=2N(N=CN2)C (3-phenyl-5-(2-methyl-2H-1,2,4-triazol-3-ylmethoxy)-6-methoxycarbonyl-1,2,3-triazolo[4,5-b]pyridine). Yield: 26.6%. As a reaction SMILES: [C:1]1([N:7]2[C:11]3[NH:12][C:13](=[O:20])[C:14]([C:16]([O:18][CH3:19])=[O:17])=[CH:15][C:10]=3[N:9]=[N:8]2)[CH:6]=[CH:5][CH:4]=[CH:3][CH:2]=1.[H-].[Na+].[CH3:23][N:24]1[C:28]([CH2:29]Cl)=[N:27][CH:26]=[N:25]1.O>CN(C=O)C>[C:1]1([N:7]2[C:11]3=[N:12][C:13]([O:20][CH2:29][C:28]4[N:24]([CH3:23])[N:25]=[CH:26][N:27]=4)=[C:14]([C:16]([O:18][CH3:19])=[O:17])[CH:15]=[C:10]3[N:9]=[N:8]2)[CH:2]=[CH:3][CH:4]=[CH:5][CH:6]=1 |f:1.2|. Procedure details: A mixture of 3-phenyl-5-oxo-6-methoxycarbonyl-4H-1,2,3-triazolo[4,5-b]pyridine (0.10 g, 0.37 mmol) and sodium hydride (55% in oil, 0.018 g, 0.40 mmol) in dry DMF (2 ml) was stirred at room temperature under nitrogen until all effervescence had ceased. A solution of 2-methyl-3-chloromethyl-1,2,4-triazole (0.065 g, 0.50 mmol) in dry DMF (0.5 ml) was added and the mixture was stirred for 4 days. Water was added and the aqueous solution was extracted with dichloromethane. The extracts were dried (Na...